Dataset: the Open Reaction Database (ORD), a public repository of structured organic reaction records. Task: describe an organic reaction: reactants, conditions, products, and yield Yields the product C(C1=CC=CC=C1)N1C(=NC=2N(C(N(C(C12)=O)CCCO[Si](C)(C)C(C)(C)C)=O)C)C1=CC(=C(C=C1)Cl)Cl (7-benzyl-1-(3-((tert-butyldimethylsilyl)oxy)propyl)-8-(3,4-dichlorophenyl)-3-methyl-1H-purine-2,6(3H,7H)-dione). Run at temperature 85 celsius. Isolated yield 86.7%. Solvent: O (water), C(C)O (ethanol). The reactants are C(C1=CC=CC=C1)N1C(=NC=2N(C(N(C(C12)=O)CCCO[Si](C)(C)C(C)(C)C)=O)C)Br (7-Benzyl-8-bromo-1-(3-((tert-butyldimethylsilyl)oxy)propyl)-3-methyl-1H-purine-2,6(3H,7H)-dione), C1(=CC=CC=C1)C (toluene), ClC=1C=C(C=CC1Cl)B(O)O (3,4-dichlorophenyl boronic acid), C(C1=CC=CC=C1)N1C(=NC=2N(C(N(C(C12)=O)CCCO[Si](C)(C)C(C)(C)C)=O)C)Br (7-Benzyl-8-bromo-1-(3-((tert-butyldimethylsilyl)oxy)propyl)-3-methyl-1H-purine-2,6(3H,7H)-dione), C([O-])([O-])=O.[K+].[K+] (potassium carbonate). The reagents and catalysts are [Pd].C1(=CC=CC=C1)P(C1=CC=CC=C1)C1=CC=CC=C1.C1(=CC=CC=C1)P(C1=CC=CC=C1)C1=CC=CC=C1.C1(=CC=CC=C1)P(C1=CC=CC=C1)C1=CC=CC=C1.C1(=CC=CC=C1)P(C1=CC=CC=C1)C1=CC=CC=C1 (tetrakis(triphenylphosphine) palladium(0)). Procedure: Step 1 7-Benzyl-8-bromo-1-(3-((tert-butyldimethylsilyl)oxy)propyl)-3-methyl-1H-purine-2,6(3H,7H)-dione (0.50 g, 0.985 mmol, intermediate 83), potassium carbonate (0.326 g, 2.36 mmol), tetrakis(triphenylphosphine) palladium(0) (0.032 g, 0.028 mmol) and 3,4-dichlorophenyl boronic acid (0.206 g, 1.08 mmol) were combined in ethanol (12.0 mL), toluene (2.0 mL) and water (2.0 mL) in a sealed vial. The reaction was heated at 85° C. for 18 h. The reaction was cooled and filtered through Celite. The filt... As a reaction SMILES: [CH2:1]([N:8]1[C:16]2[C:15](=[O:17])[N:14]([CH2:18][CH2:19][CH2:20][O:21][Si:22]([C:25]([CH3:28])([CH3:27])[CH3:26])([CH3:24])[CH3:23])[C:13](=[O:29])[N:12]([CH3:30])[C:11]=2[N:10]=[C:9]1Br)[C:2]1[CH:7]=[CH:6][CH:5]=[CH:4][CH:3]=1.C(=O)([O-])[O-].[K+].[K+].[Cl:38][C:39]1[CH:40]=[C:41](B(O)O)[CH:42]=[CH:43][C:44]=1[Cl:45].C1(C)C=CC=CC=1>C(O)C.[Pd].C1(P(C2C=CC=CC=2)C2C=CC=CC=2)C=CC=CC=1.C1(P(C2C=CC=CC=2)C2C=CC=CC=2)C=CC=CC=1.C1(P(C2C=CC=CC=2)C2C=CC=CC=2)C=CC=CC=1.C1(P(C2C=CC=CC=2)C2C=CC=CC=2)C=CC=CC=1.O>[CH2:1]([N:8]1[C:16]2[C:15](=[O:17])[N:14]([CH2:18][CH2:19][CH2:20][O:21][Si:22]([C:25]([CH3:28])([CH3:27])[CH3:26])([CH3:24])[CH3:23])[C:13](=[O:29])[N:12]([CH3:30])[C:11]=2[N:10]=[C:9]1[C:42]1[CH:41]=[CH:40][C:39]([Cl:38])=[C:44]([Cl:45])[CH:43]=1)[C:2]1[CH:7]=[CH:6][CH:5]=[CH:4][CH:3]=1 |f:1.2.3,7.8.9.10.11|. The reactants are C(C1=CC=CC=C1)(=O)C(C(=O)O)CC (benzoylbutyric acid), S(O)(O)(=O)=O (sulfuric acid), C1(=CC=CC=C1)C1NC(OC1)=O (4-phenyloxazolidin-2-one), C(C(C)(C)C)(=O)Cl (pivaloyl chloride), C1(=CC=CC=C1)C1NC(OC1)=O (4-phenyloxazolidin-2-one). The reagents and catalysts are CN(C1=CC=NC=C1)C (4-(dimethylamino)pyridine). Solvent: ClCCl (dichloromethane), C(C)N(CC)CC (triethylamine), CN(C=O)C (dimethylformamide). Reaction conditions: time 5 minute. Yields the product O=C1OCC(N1C(CCCC(=O)C1=CC=CC=C1)=O)C1=CC=CC=C1 (1-(2-Oxo-4-phenyloxazolidin-3-yl)-5-phenylpentane-1,5-dione). Reaction SMILES: [C:1]([CH:9]([CH2:13][CH3:14])C(O)=O)(=[O:8])[C:2]1[CH:7]=[CH:6][CH:5]=[CH:4][CH:3]=1.[C:15](Cl)(=[O:20])C(C)(C)C.[C:22]1([CH:28]2[CH2:32][O:31][C:30](=[O:33])[NH:29]2)[CH:27]=[CH:26][CH:25]=[CH:24][CH:23]=1.S(=O)(=O)(O)O>ClCCl.CN(C)C=O.CN(C)C1C=CN=CC=1.C(N(CC)CC)C>[O:33]=[C:30]1[N:29]([C:15](=[O:20])[CH2:14][CH2:13][CH2:9][C:1]([C:2]2[CH:3]=[CH:4][CH:5]=[CH:6][CH:7]=2)=[O:8])[CH:28]([C:22]2[CH:23]=[CH:24][CH:25]=[CH:26][CH:27]=2)[CH2:32][O:31]1. Reported procedure: 10 g of benzoylbutyric acid and 12.5 ml of triethylamine are dissolved in 55 ml of dichloromethane. After 5 min at room temperature, 6.2 ml of pivaloyl chloride are added over a period of 30 min, and the mixture is stirred for 2 hours. 5.9 g of 4-phenyloxazolidin-2-one in 6 ml of dimethylformamide and 0.9 g of 4-(dimethylamino)pyridine are then added. The mixture is heated at reflux for about 7 hours (monitored by TLC). After the reaction has ended, the mixture is put into 15 ml of 2N sulfuric a... The reactants are n1c(nc2c(c1c1cnc(nc1)N)CCN2[C@]1(CCN(C1)Cc1ccccc1)C)N1CCOCC1. The reagents and catalysts are c1ccc(cc1)-c2c3ccccc3cc4ccccc24 (9-Phenylanthracene), OS(=O)(=O)O (H2SO4), PtO2. Solvent: CC(=O)O (AcOH), O (H2O). Run at temperature 50 celsius, time 18 hour. Yields the product CC1(CCNC1)N2CCc3c2nc(nc3c4cnc(N)nc4)N5CCOCC5. As a reaction SMILES: [CH3:1][C:2]1([N:7]2[c:11]3[c:10]([c:15]([c:16]4[cH:22][n:21][c:19]([NH2:20])[n:18][cH:17]4)[n:14][c:13]([N:23]5[CH2:28][CH2:27][O:26][CH2:25][CH2:24]5)[n:12]3)[CH2:9][CH2:8]2)[CH2:6][N:5](Cc6ccccc6)[CH2:4][CH2:3]1>>[CH3:1][C:2]1([N:7]2[c:11]3[c:10]([c:15]([c:16]4[cH:22][n:21][c:19]([NH2:20])[n:18][cH:17]4)[n:14][c:13]([N:23]5[CH2:28][CH2:27][O:26][CH2:25][CH2:24]5)[n:12]3)[CH2:9][CH2:8]2)[CH2:6][NH:5][CH2:4][CH2:3]1. Reactants: ClC1=NC(=NC=2CN=C(C3=C(C21)C=CC(=C3)Cl)C3=CC=CC=C3)C (1,9-dichloro-3-methyl-7-phenyl-5H-pyrimido[4,5-d][2]benzazepine), lithium dimethylcuprate, C[Li] (methyl lithium), cuprous iodide. Solvent: CCOCC (ether), CCOCC (ether), O (water), S (hydrogen sulfide), CCOCC (ether), CCOCC (ether). Reaction conditions: time 1 hour. Product: ClC1=CC2=C(C3=C(CN=C2C2=CC=CC=C2)N=C(N=C3C)C)C=C1 (9-Chloro-1,3-dimethyl-7-phenyl-5H-pyrimido[4,5-d][2]benzazepine). RXN SMILES: [CH3:1][Li].Cl[C:4]1[C:14]2[C:13]3[CH:15]=[CH:16][C:17]([Cl:19])=[CH:18][C:12]=3[C:11]([C:20]3[CH:25]=[CH:24][CH:23]=[CH:22][CH:21]=3)=[N:10][CH2:9][C:8]=2[N:7]=[C:6]([CH3:26])[N:5]=1>CCOCC.O.S>[Cl:19][C:17]1[CH:16]=[CH:15][C:13]2[C:14]3[C:4]([CH3:1])=[N:5][C:6]([CH3:26])=[N:7][C:8]=3[CH2:9][N:10]=[C:11]([C:20]3[CH:21]=[CH:22][CH:23]=[CH:24][CH:25]=3)[C:12]=2[CH:18]=1. Reported procedure: Dropwise 13.2 ml (18.5 mmol) of a 1.4M ether solution of methyl lithium was added to a suspension of 1.7 g (8.9 mmol) of cuprous iodide in 50 mL of ether which was cooled to 0°. A solution of 0.8 g (2.2 mmol) of 1,9-dichloro-3-methyl-7-phenyl-5H-pyrimido[4,5-d][2]benzazepine in 30 mL of ether was added dropwise to the ether solution of lithium dimethylcuprate which was further cooled to -25°. The mixture was stirred at -25° for 1 hr, warmed to room temperature, diluted with water and saturated w... The reactants are O=C([O-])[O-], CC#N, Nc1nc(CCl)cs1, [Cs+], [Cs+], [I-], [K+], O, O=C1c2ccccc2C(=O)N1O. The product is Nc1nc(CON2C(=O)c3ccccc3C2=O)cs1. As a reaction SMILES: [C:21](=[O:22])([O-:23])[O-:24].[CH3:29][C:30]#[N:31].[Cl:13][CH2:14][c:15]1[n:16][c:17]([NH2:20])[s:18][cH:19]1.[Cs+:25].[Cs+:26].[I-:28].[K+:27].[OH2:32].[OH:1][N:2]1[C:3](=[O:12])[c:4]2[c:5]([cH:8][cH:9][cH:10][cH:11]2)[C:6]1=[O:7]>>[O:1]([N:2]1[C:3](=[O:12])[c:4]2[c:5]([cH:8][cH:9][cH:10][cH:11]2)[C:6]1=[O:7])[CH2:14][c:15]1[n:16][c:17]([NH2:20])[s:18][cH:19]1. Starting materials: OC1=CC=C(C=C1)C1=C(C(C(O1)(C)C)=O)C1=CC=C(C=C1)OC (5-(4-hydroxyphenyl)-4-(4-methoxyphenyl)-2,2-dimethylfuran-3(2H)-one), C(=O)([O-])[O-].[K+].[K+] (K2CO3), ClCC1=NC2=CC=CC=C2C=C1 (2-Chloromethyl quinoline). The solvent is C(C)#N (acetonitrile). Reaction conditions: temperature 80 celsius, time 16 hour. Yields the product COC1=CC=C(C=C1)C=1C(C(OC1C1=CC=C(C=C1)OCC1=NC2=CC=CC=C2C=C1)(C)C)=O (4-(4-methoxyphenyl)-2,2-dimethyl-5-(4-(quinolin-2-ylmethoxy)phenyl)furan-3(2H)-one). Isolated yield 0.1%. Reaction SMILES: [OH:1][C:2]1[CH:7]=[CH:6][C:5]([C:8]2[O:12][C:11]([CH3:14])([CH3:13])[C:10](=[O:15])[C:9]=2[C:16]2[CH:21]=[CH:20][C:19]([O:22][CH3:23])=[CH:18][CH:17]=2)=[CH:4][CH:3]=1.C([O-])([O-])=O.[K+].[K+].Cl[CH2:31][C:32]1[CH:41]=[CH:40][C:39]2[C:34](=[CH:35][CH:36]=[CH:37][CH:38]=2)[N:33]=1>C(#N)C>[CH3:23][O:22][C:19]1[CH:18]=[CH:17][C:16]([C:9]2[C:10](=[O:15])[C:11]([CH3:13])([CH3:14])[O:12][C:8]=2[C:5]2[CH:4]=[CH:3][C:2]([O:1][CH2:31][C:32]3[CH:41]=[CH:40][C:39]4[C:34](=[CH:35][CH:36]=[CH:37][CH:38]=4)[N:33]=3)=[CH:7][CH:6]=2)=[CH:21][CH:20]=1 |f:1.2.3|. Procedure details: To a stirred solution of 5-(4-hydroxyphenyl)-4-(4-methoxyphenyl)-2,2-dimethylfuran-3(2H)-one (600 mg, 1.93 mol) in acetonitrile (50 mL) was added K2CO3 (800 mg, 5.8 mol). 2-Chloromethyl quinoline (500 mg, 2.32 mol) was added dropwise under an inert atmosphere. The reaction mixture was stirred at 80° C. for 16 h and then partitioned between water and EtOAc (200 mL). The organic layer was separated, washed with water, dried over Na2SO4 and then concentrated in vacuo to obtain a residue. The residu... The reactants are CC1CNCC(C)O1, O=S1(=O)C=CCC1, O=S1(=O)CC=CC1. The product is CC1CN(C2CCS(=O)(=O)C2)CC(C)O1. As a reaction SMILES: [CH3:1][CH:2]1[O:3][CH:4]([CH3:8])[CH2:5][NH:6][CH2:7]1.[S:16]1(=[O:17])(=[O:18])[CH2:19][CH2:20][CH:21]=[CH:22]1.[S:9]1(=[O:14])(=[O:15])[CH2:10][CH:11]=[CH:12][CH2:13]1>>[CH3:1][CH:2]1[O:3][CH:4]([CH3:8])[CH2:5][N:6]([CH:11]2[CH2:10][S:9](=[O:14])(=[O:15])[CH2:13][CH2:12]2)[CH2:7]1. Reactants: OC1=CC=C(C(=O)OC)C=C1 (methyl 4-hydroxybenzoate), C(=O)([O-])[O-].[K+].[K+] (K2CO3), BrCC(OCC)OCC (2-bromo-1,1-diethoxyethane). Run in C1CCOC1 (THF). Reaction conditions: temperature 100 celsius, time 2 hour. The product is C(C)OC(COC1=CC=C(C(=O)OC)C=C1)OCC (Methyl 4-(2,2-diethoxyethoxy)benzoate). The yield is 94.6%. RXN SMILES: [OH:1][C:2]1[CH:11]=[CH:10][C:5]([C:6]([O:8][CH3:9])=[O:7])=[CH:4][CH:3]=1.C([O-])([O-])=O.[K+].[K+].Br[CH2:19][CH:20]([O:24][CH2:25][CH3:26])[O:21][CH2:22][CH3:23]>C1COCC1>[CH2:22]([O:21][CH:20]([O:24][CH2:25][CH3:26])[CH2:19][O:1][C:2]1[CH:3]=[CH:4][C:5]([C:6]([O:8][CH3:9])=[O:7])=[CH:10][CH:11]=1)[CH3:23] |f:1.2.3|. Procedure: A mixture containing 10 g of methyl 4-hydroxybenzoate and 22.71 g of K2CO3 in 100 ml of THF is heated at 100° C. for 5 min and cooled to room temperature, 15.54 g of 2-bromo-1,1-diethoxyethane are added and the mixture is stirred for 2 hours at room temperature and then for 32 hours at 100° C., and is allowed to return to room temperature. The inorganic material is filtered off and then rinsed with DMF. The filtrate is evaporated and then taken up in DCM, washed with water (3 times) and then wit... Reactants: NS(=O)(=O)c1cc(S(N)(=O)=O)c(C(Cl)=C(Cl)Cl)cc1Br, CC(=O)O, NCc1ccccc1. Yields the product NS(=O)(=O)c1cc(S(N)(=O)=O)c(C(Cl)=C(Cl)Cl)cc1NCc1ccccc1. RXN SMILES: [Br:1][c:2]1[c:3]([S:17](=[O:18])(=[O:19])[NH2:20])[cH:4][c:5]([S:13](=[O:14])(=[O:15])[NH2:16])[c:6]([C:8](=[C:9]([Cl:10])[Cl:11])[Cl:12])[cH:7]1.[CH3:29][C:30](=[O:31])[OH:32].[NH2:21][CH2:22][c:23]1[cH:24][cH:25][cH:26][cH:27][cH:28]1>>[c:2]1([NH:21][CH2:22][c:23]2[cH:24][cH:25][cH:26][cH:27][cH:28]2)[c:3]([S:17](=[O:18])(=[O:19])[NH2:20])[cH:4][c:5]([S:13](=[O:14])(=[O:15])[NH2:16])[c:6]([C:8](=[C:9]([Cl:10])[Cl:11])[Cl:12])[cH:7]1.